This data is from the Open Reaction Database (ORD), a public repository of structured organic reaction records. The task is: describe an organic reaction: reactants, conditions, products, and yield The reactants are ClCCCBr, CN(C)C=O, COC(=O)c1ccc(O)cn1, [H-], [Na+]. The product is COC(=O)c1ccc(OCCCCl)cn1. As a reaction SMILES: [Br:14][CH2:15][CH2:16][CH2:17][Cl:18].[CH3:19][N:20]([CH3:21])[CH:22]=[O:23].[CH3:1][O:2][C:3](=[O:4])[c:5]1[n:6][cH:7][c:8]([OH:11])[cH:9][cH:10]1.[H-:12].[Na+:13]>>[CH3:1][O:2][C:3](=[O:4])[c:5]1[n:6][cH:7][c:8]([O:11][CH2:15][CH2:16][CH2:17][Cl:18])[cH:9][cH:10]1. Starting materials: solution, Cl (hydrogen chloride), O[C@@H]1C[C@H](N(C1)C)CCOC1=C(C=CC(=C1)OC)CCC1=CC=CC=C1 ((2R,4R)-4-hydroxy-2-{2-[5-methoxy-2-(2-phenylethyl)phenoxy]ethyl}-1-methylpyrrolidine). Solvent: O1CCOCC1 (dioxane), O1CCOCC1 (dioxane). Conditions: time 10 minute. Product: Cl.O[C@@H]1C[C@H](N(C1)C)CCOC1=C(C=CC(=C1)OC)CCC1=CC=CC=C1 ((2R,4R)-4-Hydroxy-2-{2-[5-methoxy-2-(2-phenylethyl)phenoxy]ethyl}-1-methylpyrrolidine hydrochloride). Isolated yield 91.0%. As a reaction SMILES: [OH:1][C@H:2]1[CH2:6][N:5]([CH3:7])[C@H:4]([CH2:8][CH2:9][O:10][C:11]2[CH:16]=[C:15]([O:17][CH3:18])[CH:14]=[CH:13][C:12]=2[CH2:19][CH2:20][C:21]2[CH:26]=[CH:25][CH:24]=[CH:23][CH:22]=2)[CH2:3]1.[ClH:27]>O1CCOCC1>[ClH:27].[OH:1][C@H:2]1[CH2:6][N:5]([CH3:7])[C@H:4]([CH2:8][CH2:9][O:10][C:11]2[CH:16]=[C:15]([O:17][CH3:18])[CH:14]=[CH:13][C:12]=2[CH2:19][CH2:20][C:21]2[CH:22]=[CH:23][CH:24]=[CH:25][CH:26]=2)[CH2:3]1 |f:3.4|. Procedure: 385 mg of (2R,4R)-4-hydroxy-2-{2-[5-methoxy-2-(2-phenylethyl)phenoxy]ethyl}-1-methylpyrrolidine [prepared as described in step (b) above] were dissolved in 5 ml of dioxane, and then 0.27 ml of a 4N solution of hydrogen chloride in dioxane were added to the resulting solution. The solvent was then removed by evaporation under reduced pressure. The resulting oily substance was dissolved in 10 ml of ethyl acetate, and allowed to stand at room temperature for about 10 minutes. The crystals which pre... Starting materials: S(=O)(Cl)Cl (thionyl chloride), CC1CC(N(CC1)C(=O)NCCC1=CC=C(C=C1)S(=O)O)=O (4-[2-(4-methyl-2-oxo-piperidine-1-carboxamido)-ethyl]-benzenesulfinic acid), crude product, ONC(=O)NCCCC (N-hydroxy-N'-butyl urea). Solvent: O1CCOCC1 (dioxan), O1CCOCC1 (dioxan). Run at temperature 60 celsius. Product: CC1CC(N(CC1)C(=O)NCCC1=CC=C(C=C1)S(=O)(=O)NC(=O)NCCCC)=O (N-(4-[2-(4-methyl-2-oxo-piperidine-1-carboxamido)-ethyl]-benzenesulfonyl)-N'-butyl urea). RXN SMILES: [CH3:1][CH:2]1[CH2:7][CH2:6][N:5]([C:8]([NH:10][CH2:11][CH2:12][C:13]2[CH:18]=[CH:17][C:16]([S:19]([OH:21])=[O:20])=[CH:15][CH:14]=2)=[O:9])[C:4](=[O:22])[CH2:3]1.O[NH:24][C:25]([NH:27][CH2:28][CH2:29][CH2:30][CH3:31])=[O:26].S(Cl)(Cl)=O>O1CCOCC1>[CH3:1][CH:2]1[CH2:7][CH2:6][N:5]([C:8]([NH:10][CH2:11][CH2:12][C:13]2[CH:14]=[CH:15][C:16]([S:19]([NH:24][C:25]([NH:27][CH2:28][CH2:29][CH2:30][CH3:31])=[O:26])(=[O:21])=[O:20])=[CH:17][CH:18]=2)=[O:9])[C:4](=[O:22])[CH2:3]1. Reported procedure: 0.6 g of 4-[2-(4-methyl-2-oxo-piperidine-1-carboxamido)-ethyl]-benzenesulfinic acid (crude product m.p. 113°-115° C., prepared by reaction of 4-[2-(4-methyl-2-oxo-piperidine-1-carboxamido)-ethyl]-benzenesulfochloride with sodium sulfite) and 0.3 g of N-hydroxy-N'-butyl urea are dissolved in 50 ml of dioxan. 0.4 g of thionyl chloride in 10 ml of dioxan is added dropwise to this solution, and the batch is heated for 2 hours at 60° C. Subsequently, the solvent is evaporated under reduced pressure, ... Starting materials: C1(CCCC1)C1C(=C(NC=2CC(CC(C12)=O)(C)C)C(C)C)C(C1=CC=C(C=C1)C(F)(F)F)=O (4-cyclopentyl-2-isopropyl-7,7-dimethyl-3-[4-(trifluoromethyl)benzoyl]-4,6,7,8-tetrahydroquinolin-5(1H)-one), ClC=1C(C(=C(C(C1Cl)=O)C#N)C#N)=O (2,3-dichloro-5,6-dicyano-1,4-benzoquinone). The solvent is ClCCl (dichloro-methane). Yields the product C1(CCCC1)C1=C(C(=NC=2CC(CC(C12)=O)(C)C)C(C)C)C(C1=CC=C(C=C1)C(F)(F)F)=O (4-cyclopentyl-2-isopropyl-7,7-dimethyl-3-[4-(trifluoromethyl)benzoyl]-7,8-dihydroquinolin-5(6H)-one). Reaction SMILES: [CH:1]1([CH:6]2[C:15]3[C:14](=[O:16])[CH2:13][C:12]([CH3:18])([CH3:17])[CH2:11][C:10]=3[NH:9][C:8]([CH:19]([CH3:21])[CH3:20])=[C:7]2[C:22](=[O:33])[C:23]2[CH:28]=[CH:27][C:26]([C:29]([F:32])([F:31])[F:30])=[CH:25][CH:24]=2)[CH2:5][CH2:4][CH2:3][CH2:2]1.ClC1C(=O)C(C#N)=C(C#N)C(=O)C=1Cl>ClCCl>[CH:1]1([C:6]2[C:15]3[C:14](=[O:16])[CH2:13][C:12]([CH3:17])([CH3:18])[CH2:11][C:10]=3[N:9]=[C:8]([CH:19]([CH3:21])[CH3:20])[C:7]=2[C:22](=[O:33])[C:23]2[CH:28]=[CH:27][C:26]([C:29]([F:30])([F:31])[F:32])=[CH:25][CH:24]=2)[CH2:2][CH2:3][CH2:4][CH2:5]1. Reported procedure: 4.0 g (8.7 mmol) of the compound from Example 1A are dissolved in 100 ml of dichloro-methane, and 2.17 g (9.6 mmol, 1.1 eq.) of 2,3-dichloro-5,6-dicyano-1,4-benzoquinone (DDQ) are added a little at a time at 0° C. With stirring, the mixture is warmed to room temperature over a period of 3 h. The mixture is concentrated on a rotary evaporator and the residue is purified by chromatography (silica gel, mobile phase: isohexane/ethyl acetate 100:0→50:50).